This data is from the Open Reaction Database (ORD), a public repository of structured organic reaction records. The task is: describe an organic reaction: reactants, conditions, products, and yield Yields the product CN1CCCC1CCSc1ccccc1. As a reaction SMILES: [C:17](=[O:18])([O-:19])[O-:20].[Cl:1][CH2:2][CH2:3][CH:4]1[N:5]([CH3:9])[CH2:6][CH2:7][CH2:8]1.[K+:21].[K+:22].[O:23]=[CH:24][N:25]([CH3:26])[CH3:27].[SH:10][c:11]1[cH:12][cH:13][cH:14][cH:15][cH:16]1>>[CH2:2]([CH2:3][CH:4]1[N:5]([CH3:9])[CH2:6][CH2:7][CH2:8]1)[S:10][c:11]1[cH:12][cH:13][cH:14][cH:15][cH:16]1. Reactants: O=C([O-])[O-], CN1CCCC1CCCl, [K+], [K+], CN(C)C=O, Sc1ccccc1.